Task: describe an organic reaction: reactants, conditions, products, and yield. Dataset: the Open Reaction Database (ORD), a public repository of structured organic reaction records The reactants are CN1C=NC2=C1C=C(C=C2)C(C)C2=CN=C1N2N=C(C=C1)C=1C=NN(C1)CCOC1OCCCC1 ((rac)-3-[1-(3-Methyl-3H-benzoimidazol-5-yl)-ethyl]-6-{1-[2-(tetrahydro-pyran-2-yloxy)-ethyl]-1H-pyrazol-4-yl}-imidazo[1,2-b]pyridazine), Cl (HCl). Run in C(Cl)Cl (DCM), O1CCOCC1 (dioxane), CO (MeOH). Run at time 1 hour. Product: CN1C=NC2=C1C=C(C=C2)C(C)C2=CN=C1N2N=C(C=C1)C=1C=NN(C1)CCO ((rac)-2-(4-{3-[1-(3-Methyl-3H-benzoimidazol-5-yl)-ethyl]-imidazo[1,2-b]pyridazin-6-yl}-pyrazol-1-yl)-ethanol). Reaction SMILES: [CH3:1][N:2]1[C:6]2[CH:7]=[C:8]([CH:11]([C:13]3[N:17]4[N:18]=[C:19]([C:22]5[CH:23]=[N:24][N:25]([CH2:27][CH2:28][O:29]C6CCCCO6)[CH:26]=5)[CH:20]=[CH:21][C:16]4=[N:15][CH:14]=3)[CH3:12])[CH:9]=[CH:10][C:5]=2[N:4]=[CH:3]1.Cl>C(Cl)Cl.CO.O1CCOCC1>[CH3:1][N:2]1[C:6]2[CH:7]=[C:8]([CH:11]([C:13]3[N:17]4[N:18]=[C:19]([C:22]5[CH:23]=[N:24][N:25]([CH2:27][CH2:28][OH:29])[CH:26]=5)[CH:20]=[CH:21][C:16]4=[N:15][CH:14]=3)[CH3:12])[CH:9]=[CH:10][C:5]=2[N:4]=[CH:3]1. Procedure details: (rac)-3-[1-(3-Methyl-3H-benzoimidazol-5-yl)-ethyl]-6-{1-[2-(tetrahydro-pyran-2-yloxy)-ethyl]-1H-pyrazol-4-yl}-imidazo[1,2-b]pyridazine (Stage 185.1, 600 mg, 1.018 mmol) was dissolved in DCM (10 mL) and MeOH (2.5 mL). HCl in dioxane (4 N, 1.272 mL) was added and the RM was stirred 1 h at rt. The solvent was totally evaporated and the residue taken in water /acetonitrile. It was basified with NaHCO3. the mixture was cooled down with dry ice and sonicated to afford a suspension. It was filtered and... Starting materials: FC(F)(F)Oc1cccc(Br)c1, CC(=O)[O-], CC(=O)[O-], C1CNCCN1, CC(C)(C)[O-], CC(C)C1=NC=C[NH+]1C(C)C, [Cl-], [K+], C1COCCO1, [Pd+2]. The product is FC(F)(F)Oc1cccc(N2CCNCC2)c1. As a reaction SMILES: [Br:1][c:2]1[cH:3][c:4]([O:8][C:9]([F:10])([F:11])[F:12])[cH:5][cH:6][cH:7]1.[C:43]([O-:44])(=[O:45])[CH3:46].[C:48]([O-:49])(=[O:50])[CH3:51].[CH2:13]1[CH2:14][NH:15][CH2:16][CH2:17][NH:18]1.[CH3:19][C:20]([CH3:21])([O-:22])[CH3:23].[CH:26]([C:27]1=[N:34][CH:33]=[CH:32][NH+:28]1[CH:29]([CH3:30])[CH3:31])([CH3:35])[CH3:36].[Cl-:25].[K+:24].[O:37]1[CH2:38][CH2:39][O:40][CH2:41][CH2:42]1.[Pd+2:47]>>[c:2]1([N:15]2[CH2:14][CH2:13][NH:18][CH2:17][CH2:16]2)[cH:3][c:4]([O:8][C:9]([F:10])([F:11])[F:12])[cH:5][cH:6][cH:7]1. Reactants: CCOC(=O)Cc1cc(F)cc(Oc2ccc(Br)cc2CBr)c1, CC1NC(=O)OC1c1ccccc1. Product: CCOC(=O)Cc1cc(F)cc(Oc2ccc(Br)cc2CN2C(=O)OC(c3ccccc3)C2C)c1. Reaction SMILES: [CH2:1]([CH3:2])[O:3][C:4]([CH2:5][c:6]1[cH:7][c:8]([O:13][c:14]2[c:15]([CH2:21][Br:22])[cH:16][c:17]([Br:20])[cH:18][cH:19]2)[cH:9][c:10]([F:12])[cH:11]1)=[O:23].[CH3:24][CH:25]1[NH:26][C:27](=[O:36])[O:28][CH:29]1[c:30]1[cH:31][cH:32][cH:33][cH:34][cH:35]1>>[CH2:1]([CH3:2])[O:3][C:4]([CH2:5][c:6]1[cH:7][c:8]([O:13][c:14]2[c:15]([CH2:21][N:26]3[CH:25]([CH3:24])[CH:29]([c:30]4[cH:31][cH:32][cH:33][cH:34][cH:35]4)[O:28][C:27]3=[O:36])[cH:16][c:17]([Br:20])[cH:18][cH:19]2)[cH:9][c:10]([F:12])[cH:11]1)=[O:23].